From a dataset of the Open Reaction Database (ORD), a public repository of structured organic reaction records. describe an organic reaction: reactants, conditions, products, and yield The reactants are O=c1[nH]cnc2cc(Br)ccc12, O=P(Cl)(Cl)Cl. RXN SMILES: [Br:1][c:2]1[cH:3][cH:4][c:5]2[c:6](=[O:12])[nH:7][cH:8][n:9][c:10]2[cH:11]1.[P:13]([Cl:14])([Cl:15])([Cl:16])=[O:17]>>[Br:1][c:2]1[cH:3][cH:4][c:5]2[c:6]([Cl:15])[n:7][cH:8][n:9][c:10]2[cH:11]1. Product: Clc1ncnc2cc(Br)ccc12.